Dataset: the Open Reaction Database (ORD), a public repository of structured organic reaction records. Task: describe an organic reaction: reactants, conditions, products, and yield Reactants: COc1ccc(-n2cnnn2)cc1C(=O)N1CCC(CCO)(c2ccc(Cl)c(Cl)c2)C1, CN1CCOCC1, CS(=O)(=O)Cl, Cc1ccccc1. Yields the product COc1ccc(-n2cnnn2)cc1C(=O)N1CCC(CCOS(C)(=O)=O)(c2ccc(Cl)c(Cl)c2)C1. Reaction SMILES: [CH3:1][O:2][c:3]1[c:4]([C:5](=[O:6])[N:7]2[CH2:8][C:9]([CH2:12][CH2:13][OH:14])([c:15]3[cH:16][c:17]([Cl:22])[c:18]([Cl:21])[cH:19][cH:20]3)[CH2:10][CH2:11]2)[cH:23][c:24](-[n:27]2[n:28][n:29][n:30][cH:31]2)[cH:25][cH:26]1.[CH3:32][N:33]1[CH2:34][CH2:35][O:36][CH2:37][CH2:38]1.[CH3:39][S:40]([Cl:41])(=[O:42])=[O:43].[CH3:44][c:45]1[cH:46][cH:47][cH:48][cH:49][cH:50]1>>[CH3:1][O:2][c:3]1[c:4]([C:5](=[O:6])[N:7]2[CH2:8][C:9]([CH2:12][CH2:13][O:14][S:40]([CH3:39])(=[O:42])=[O:43])([c:15]3[cH:16][c:17]([Cl:22])[c:18]([Cl:21])[cH:19][cH:20]3)[CH2:10][CH2:11]2)[cH:23][c:24](-[n:27]2[n:28][n:29][n:30][cH:31]2)[cH:25][cH:26]1. Reactants: CCO, [H][H], CC(O)CCCCn1c(=O)c2c(nc(CNC(=O)OC(C)(C)C)n2Cc2ccccc2)n(C)c1=O. Yields the product CC(O)CCCCn1c(=O)c2[nH]c(CNC(=O)OC(C)(C)C)nc2n(C)c1=O. RXN SMILES: [CH3:38][CH2:39][OH:40].[H:36][H:37].[OH:1][CH:2]([CH2:3][CH2:4][CH2:5][CH2:6][n:7]1[c:8](=[O:9])[n:10]([CH3:34])[c:11]2[n:12][c:13]([CH2:25][NH:26][C:27](=[O:28])[O:29][C:30]([CH3:31])([CH3:32])[CH3:33])[n:14]([CH2:18][c:19]3[cH:20][cH:21][cH:22][cH:23][cH:24]3)[c:15]2[c:16]1=[O:17])[CH3:35]>>[OH:1][CH:2]([CH2:3][CH2:4][CH2:5][CH2:6][n:7]1[c:8](=[O:9])[n:10]([CH3:34])[c:11]2[n:12][c:13]([CH2:25][NH:26][C:27](=[O:28])[O:29][C:30]([CH3:31])([CH3:32])[CH3:33])[nH:14][c:15]2[c:16]1=[O:17])[CH3:35]. Starting materials: OCc1cccc(Br)c1, CC(C)(C)[Si](C)(C)Cl, CN(C)C=O, O, c1c[nH]cn1. Product: CC(C)(C)[Si](C)(C)OCc1cccc(Br)c1. Reaction SMILES: [Br:1][c:2]1[cH:3][c:4]([CH2:5][OH:6])[cH:7][cH:8][cH:9]1.[CH3:15][Si:16]([Cl:17])([C:18]([CH3:19])([CH3:20])[CH3:21])[CH3:22].[CH3:23][N:24]([CH3:25])[CH:26]=[O:27].[OH2:28].[nH:10]1[cH:11][cH:12][n:13][cH:14]1>>[Br:1][c:2]1[cH:3][c:4]([CH2:5][O:6][Si:16]([CH3:15])([C:18]([CH3:19])([CH3:20])[CH3:21])[CH3:22])[cH:7][cH:8][cH:9]1. The reactants are BrC[C@H]1[C@H](CC1)CBr (cis-1,2-bis(bromomethyl)cyclobutane), O (water), C(C)C(C(=O)[O-])(C(=O)[O-])CC (diethylmalonate), CC(C)([O-])C.[K+] (potassium-t-butoxide), C(C)(C)(C)O (t-butanol), C(C)(C)(C)O (t-butanol). Yields the product C(C)OC(=O)C1(CC2CCC2C1)C(=O)OCC (3,3-bis(ethoxycarbonyl)bicyclo-[3.2.0]heptane). As a reaction SMILES: Br[CH2:2][C@@H:3]1[CH2:6][CH2:5][C@@H:4]1[CH2:7]Br.C([C:11](CC)([C:15]([O-:17])=[O:16])[C:12]([O-:14])=[O:13])C.C[C:21]([CH3:24])([O-])C.[K+].O.[C:27](O)(C)(C)[CH3:28]>>[CH2:27]([O:14][C:12]([C:11]1([C:15]([O:17][CH2:21][CH3:24])=[O:16])[CH2:7][CH:4]2[CH:3]([CH2:6][CH2:5]2)[CH2:2]1)=[O:13])[CH3:28] |f:2.3|. Reported procedure: In a 250 ml round-bottomed flask equipped with mechanical stirring, reflux condenser, addition funnel and argon inlet was placed 20.2 g of cis-1,2-bis(bromomethyl)cyclobutane, 12.4 ml diethylmalonate, and 72 ml of dry t-butanol. The reaction mixture was refluxed and a solution of 19.9 g of potassium-t-butoxide in 123 ml of t-butanol was added over 6.0 hr. The reaction mixture was refluxed for 15 hr. The reaction mixture was cooled by external application of an ice-water bath and an equal volume ... Starting materials: ClCCl, [NH-]c1ccc(F)cc1, COc1cc2ncnc(Oc3ccc(NC(=O)C4(C(=O)O)CC4)cc3F)c2cc1O, OCCCN1CCOCC1, CCOC(=O)N=NC(=O)OCC. The product is [NH-]c1ccc(F)cc1, COc1cc2ncnc(Oc3ccc(NC(=O)C4(C(=O)O)CC4)cc3F)c2cc1OCCCN1CCOCC1. Reaction SMILES: [Cl:61][CH2:62][Cl:63].[F:1][c:2]1[cH:3][cH:4][c:5]([NH-:8])[cH:6][cH:7]1.[F:9][c:10]1[cH:11][c:12]([NH:30][C:31](=[O:32])[C:33]2([C:36](=[O:37])[OH:38])[CH2:34][CH2:35]2)[cH:13][cH:14][c:15]1[O:16][c:17]1[n:18][cH:19][n:20][c:21]2[cH:22][c:23]([O:28][CH3:29])[c:24]([OH:27])[cH:25][c:26]12.[O:39]1[CH2:40][CH2:41][N:42]([CH2:45][CH2:46][CH2:47][OH:48])[CH2:43][CH2:44]1.[O:49]=[C:50]([O:51][CH2:52][CH3:53])[N:54]=[N:55][C:56]([O:57][CH2:58][CH3:59])=[O:60]>>[F:1][c:2]1[cH:3][cH:4][c:5]([NH-:8])[cH:6][cH:7]1.[F:9][c:10]1[cH:11][c:12]([NH:30][C:31](=[O:32])[C:33]2([C:36](=[O:37])[OH:38])[CH2:34][CH2:35]2)[cH:13][cH:14][c:15]1[O:16][c:17]1[n:18][cH:19][n:20][c:21]2[cH:22][c:23]([O:28][CH3:29])[c:24]([O:27][CH2:47][CH2:46][CH2:45][N:42]3[CH2:41][CH2:40][O:39][CH2:44][CH2:43]3)[cH:25][c:26]12.